Dataset: the Open Reaction Database (ORD), a public repository of structured organic reaction records. Task: describe an organic reaction: reactants, conditions, products, and yield Starting materials: Cc1sc2nc(-c3ccccn3)nc(Cl)c2c1Cl, NCc1ccccc1. Yields the product Cc1sc2nc(-c3ccccn3)nc(NCc3ccccc3)c2c1Cl. As a reaction SMILES: [Cl:9][c:10]1[c:11]2[c:12]([n:13][c:14](-[c:16]3[n:17][cH:18][cH:19][cH:20][cH:21]3)[n:15]1)[s:22][c:23]([CH3:26])[c:24]2[Cl:25].[NH2:1][CH2:2][c:3]1[cH:4][cH:5][cH:6][cH:7][cH:8]1>>[NH:1]([CH2:2][c:3]1[cH:4][cH:5][cH:6][cH:7][cH:8]1)[c:10]1[c:11]2[c:12]([n:13][c:14](-[c:16]3[n:17][cH:18][cH:19][cH:20][cH:21]3)[n:15]1)[s:22][c:23]([CH3:26])[c:24]2[Cl:25]. Starting materials: C1CCNCC1, CCO, O=[N+]([O-])c1ccc(F)cc1F. Yields the product O=[N+]([O-])c1ccc(F)cc1N1CCCCC1. RXN SMILES: [CH2:12]1[CH2:13][CH2:14][NH:15][CH2:16][CH2:17]1.[CH3:18][CH2:19][OH:20].[F:1][c:2]1[c:3]([N+:9](=[O:10])[O-:11])[cH:4][cH:5][c:6]([F:8])[cH:7]1>>[c:2]1([N:15]2[CH2:14][CH2:13][CH2:12][CH2:17][CH2:16]2)[c:3]([N+:9](=[O:10])[O-:11])[cH:4][cH:5][c:6]([F:8])[cH:7]1. Reactants: ice water, COC1=C2C(C(=COC2=CC(=C1)OC)I)=O (5,7-dimethoxy-3-iodochromone), N1N=CC=C1 (pyrazole), C([O-])([O-])=O.[K+].[K+] (potassium carbonate). Solvent: CN(C=O)C (dimethylformamide). Yields the product N1N=C(C=C1)C=1OC2=CC(=CC(=C2C(C1)=O)OC)OC (2-pyrazolyl-5,7-dimethoxychromone). Yield: 89.6%. As a reaction SMILES: [CH3:1][O:2][C:3]1[CH:12]=[C:11]([O:13][CH3:14])[CH:10]=[C:9]2[C:4]=1[C:5](=[O:16])[C:6](I)=[CH:7][O:8]2.[NH:17]1[CH:21]=[CH:20][CH:19]=[N:18]1.C(=O)([O-])[O-].[K+].[K+]>CN(C)C=O>[NH:17]1[CH:21]=[CH:20][C:19]([C:7]2[O:8][C:9]3[C:4]([C:5](=[O:16])[CH:6]=2)=[C:3]([O:2][CH3:1])[CH:12]=[C:11]([O:13][CH3:14])[CH:10]=3)=[N:18]1 |f:2.3.4|. Procedure details: A mixture of 5,7-dimethoxy-3-iodochromone (166 mg) prepared in Example 16, pyrazole (136 mg), potassium carbonate (1382 mg), and dimethylformamide (15 ml) was reacted at 80° C. for 2 hours-with stirring. The reaction mixture was added to ice water and extracted from chloroform. The organic layer was dried over anhydrous sodium sulfate, and concentrated under reduced pressure. The residue was purified by the silica gel column chromatography, and recrystallized from benzene/hexane to give the titl... The reactants are CC(C)S(=O)(=O)Cl, CCOC(C)=O, CC1(C)Cc2cc(C(=O)O)ccc2NC1c1cccc(N)c1, c1ccncc1. Product: CC(C)S(=O)(=O)Nc1cccc(C2Nc3ccc(C(=O)O)cc3CC2(C)C)c1. Reaction SMILES: [CH3:23][CH:24]([CH3:25])[S:26](=[O:27])(=[O:28])[Cl:29].[CH3:30][CH2:31][O:32][C:33](=[O:34])[CH3:35].[NH2:1][c:2]1[cH:3][c:4]([CH:8]2[NH:9][c:10]3[cH:11][cH:12][c:13]([C:20](=[O:21])[OH:22])[cH:14][c:15]3[CH2:16][C:17]2([CH3:18])[CH3:19])[cH:5][cH:6][cH:7]1.[cH:36]1[cH:37][cH:38][n:39][cH:40][cH:41]1>>[NH:1]([c:2]1[cH:3][c:4]([CH:8]2[NH:9][c:10]3[cH:11][cH:12][c:13]([C:20](=[O:21])[OH:22])[cH:14][c:15]3[CH2:16][C:17]2([CH3:18])[CH3:19])[cH:5][cH:6][cH:7]1)[S:26]([CH:24]([CH3:23])[CH3:25])(=[O:27])=[O:28]. Reactants: COCCBr, O=C(O)c1cc(CO)nn1Cc1cc(-c2ccc(Cl)s2)on1, Cl, CN(C)C=O. Product: COCCOCc1cc(C(=O)O)n(Cc2cc(-c3ccc(Cl)s3)on2)n1. Reaction SMILES: [Br:23][CH2:24][CH2:25][O:26][CH3:27].[Cl:1][c:2]1[cH:3][cH:4][c:5](-[c:7]2[cH:8][c:9]([CH2:12][n:13]3[n:14][c:15]([CH2:21][OH:22])[cH:16][c:17]3[C:18](=[O:19])[OH:20])[n:10][o:11]2)[s:6]1.[ClH:28].[O:29]=[CH:30][N:31]([CH3:32])[CH3:33]>>[Cl:1][c:2]1[cH:3][cH:4][c:5](-[c:7]2[cH:8][c:9]([CH2:12][n:13]3[n:14][c:15]([CH2:21][O:22][CH2:24][CH2:25][O:26][CH3:27])[cH:16][c:17]3[C:18](=[O:19])[OH:20])[n:10][o:11]2)[s:6]1.